Task: describe an organic reaction: reactants, conditions, products, and yield. Dataset: the Open Reaction Database (ORD), a public repository of structured organic reaction records Starting materials: COC(CC1=CC2=CC=C(C=C2C(=C1C)OS(=O)(=O)C(F)(F)F)F)=O ((6-fluoro-3-methyl-4-trifluoromethanesulfonyloxy-naphthalen-2-yl)-acetic acid methyl ester), C1(=CC=CC=C1)P(C1=CC=CC=C1)C1=CC=CC=C1 (Triphenylphosphine), C(C)(C)=NS(=O)(=O)C1=CC=C(C=C1)B(O)O (4-(N-isopropylylsulfamoyl)phenylboronic acid), aqueous solution, C([O-])([O-])=O.[Na+].[Na+] (sodium carbonate). The reagents and catalysts are C(C)(=O)[O-].[Pd+2].C(C)(=O)[O-] (palladium (II) acetate). Run in O (Water), C(OC)COC (dimethoxyethane). Product: COC(CC1=CC2=CC=C(C=C2C(=C1C)C1=CC=C(C=C1)S(NC(C)C)(=O)=O)F)=O ([6-fluoro-4-(4-isopropylsulfamoyl-phenyl)-3-methyl-naphthalen-2-yl]-acetic acid methyl ester). The yield is 72.1%. Reaction SMILES: [CH3:1][O:2][C:3](=[O:25])[CH2:4][C:5]1[C:14]([CH3:15])=[C:13](OS(C(F)(F)F)(=O)=O)[C:12]2[C:7](=[CH:8][CH:9]=[C:10]([F:24])[CH:11]=2)[CH:6]=1.C1(P(C2C=CC=CC=2)C2C=CC=CC=2)C=CC=CC=1.[C:45](=[N:48][S:49]([C:52]1[CH:57]=[CH:56][C:55](B(O)O)=[CH:54][CH:53]=1)(=[O:51])=[O:50])([CH3:47])[CH3:46].C(=O)([O-])[O-].[Na+].[Na+]>C(COC)OC.C([O-])(=O)C.[Pd+2].C([O-])(=O)C.O>[CH3:1][O:2][C:3](=[O:25])[CH2:4][C:5]1[C:14]([CH3:15])=[C:13]([C:55]2[CH:54]=[CH:53][C:52]([S:49](=[O:50])(=[O:51])[NH:48][CH:45]([CH3:47])[CH3:46])=[CH:57][CH:56]=2)[C:12]2[C:7](=[CH:8][CH:9]=[C:10]([F:24])[CH:11]=2)[CH:6]=1 |f:3.4.5,7.8.9|. Procedure: A stirred solution of (6-fluoro-3-methyl-4-trifluoromethanesulfonyloxy-naphthalen-2-yl)-acetic acid methyl ester (0.20 g, 0.52 mmol) in dimethoxyethane (10 mL) for 5 minutes at room temperature. Triphenylphosphine (0.031 g, 0.12 mmol), palladium (II) acetate (0.013 g, 0.06 mmol), 4-(N-isopropylylsulfamoyl)phenylboronic acid (0.173 g, 0.71 mmol) and a 2 M aqueous solution of sodium carbonate (1.0 mL, 2.0 mmol) were added simultaneously to the reaction mixture at room temperature under argon. The ... Starting materials: ClCCl, OC(c1cccc(C(F)(F)F)c1)c1cccc(C(F)(F)F)c1, O=S(Cl)Cl. Yields the product FC(F)(F)c1cccc(C(Cl)c2cccc(C(F)(F)F)c2)c1. RXN SMILES: [Cl:27][CH2:28][Cl:29].[F:1][C:2]([c:3]1[cH:4][c:5]([CH:9]([OH:10])[c:11]2[cH:12][c:13]([C:17]([F:18])([F:19])[F:20])[cH:14][cH:15][cH:16]2)[cH:6][cH:7][cH:8]1)([F:21])[F:22].[S:23]([Cl:24])([Cl:25])=[O:26]>>[F:1][C:2]([c:3]1[cH:4][c:5]([CH:9]([c:11]2[cH:12][c:13]([C:17]([F:18])([F:19])[F:20])[cH:14][cH:15][cH:16]2)[Cl:25])[cH:6][cH:7][cH:8]1)([F:21])[F:22]. The reactants are COC(=S)CCCN(C(=O)OC(C)(C)C)C(N)=NC(=O)OC(C)(C)C, CCO, [Na+], [OH-]. Yields the product CC(C)(C)OC(=O)N=C(N)N(CCCC(O)=S)C(=O)OC(C)(C)C. Reaction SMILES: [C:1]([CH3:2])([CH3:3])([CH3:4])[O:5][C:6](=[O:7])[N:8]([C:9](=[N:10][C:11](=[O:12])[O:13][C:14]([CH3:15])([CH3:16])[CH3:17])[NH2:18])[CH2:19][CH2:20][CH2:21][C:22](=[S:23])[O:24][CH3:25].[CH3:28][CH2:29][OH:30].[Na+:27].[OH-:26]>>[C:1]([CH3:2])([CH3:3])([CH3:4])[O:5][C:6](=[O:7])[N:8]([C:9](=[N:10][C:11](=[O:12])[O:13][C:14]([CH3:15])([CH3:16])[CH3:17])[NH2:18])[CH2:19][CH2:20][CH2:21][C:22](=[S:23])[OH:24]. Starting materials: C(=O)(OCC)N1CCC(CC1)=O (1-carbethoxy-4-piperidone), solution, C[Si](N[Si](C)(C)C)(C)C.[Na] (sodium hexamethyldisilazane), [Cl-].COC[P+](C1=CC=CC=C1)(C1=CC=CC=C1)C1=CC=CC=C1 ((methoxymethyl)triphenyl phosphonium chloride), O (Water). The solvent is C1CCOC1 (THF), C1CCOC1 (THF), C1CCOC1 (THF), CCOCC (Et2O). Conditions: temperature -78 celsius, time 20 minute. Yields the product COC=C1CCN(CC1)C(=O)OCC (Ethyl 4-(methoxymethylene)piperidinecarboxylate). Isolated yield 89.4%. RXN SMILES: C[Si](C)(C)N[Si](C)(C)C.[Na].[Cl-].[CH3:12][O:13][CH2:14][P+](C1C=CC=CC=1)(C1C=CC=CC=1)C1C=CC=CC=1.[C:34]([N:39]1[CH2:44][CH2:43][C:42](=O)[CH2:41][CH2:40]1)([O:36][CH2:37][CH3:38])=[O:35].O>C1COCC1.CCOCC>[CH3:12][O:13][CH:14]=[C:42]1[CH2:43][CH2:44][N:39]([C:34]([O:36][CH2:37][CH3:38])=[O:35])[CH2:40][CH2:41]1 |f:0.1,2.3,^1:9|. Procedure details: A 1M solution of sodium hexamethyldisilazane (NaHMDS, 350 mL, 0.35 mol) in THF was added slowly to a suspension of (methoxymethyl)triphenyl phosphonium chloride (120 g, 0.35 mol,) in THF (100 mL) at −78° C. under N2. The resulting brown solution was stirred at −78° C. for 20 minutes and then 1-carbethoxy-4-piperidone (50 g, 0.292 mol) in THF (50 mL) was added dropwise. The mixture was stirred at −78° C. for 5 minutes and then for 2 hours at room temperature. Water (200 mL) was added and the laye... The reactants are CC(C)(C)NC(=O)[C@@H]1[C@]2(C)[C@@H](CC1)[C@@H]1CCC3=C(C(CC[C@]3(C)[C@H]1CC2)=O)N=[N+]=[N-] (N-(1,1-dimethylethyl)-4-azido-3-oxoandrost-4-ene-17β-carboxamide), O (water), C1(=CC=CC=C1)P(C1=CC=CC=C1)C1=CC=CC=C1 (triphenylphosphine). The solvent is O1CCCC1 (tetrahydrofuran). Yields the product NC1=C2CC[C@H]3[C@@H]4CC[C@@H]([C@@]4(C)CC[C@@H]3[C@]2(CCC1=O)C)C(=O)NC(C)(C)C (4-amino-N-(1,1-dimethylethyl)-3-oxoandrost-4-ene-17β-carboxamide). Yield: 55.0%. RXN SMILES: [CH3:1][C:2]([NH:5][C:6]([C@H:8]1[CH2:13][CH2:12][C@H:11]2[C@H:14]3[C@H:24]([CH2:25][CH2:26][C@:9]12[CH3:10])[C@:22]1([CH3:23])[C:17](=[C:18]([N:28]=[N+]=[N-])[C:19](=[O:27])[CH2:20][CH2:21]1)[CH2:16][CH2:15]3)=[O:7])([CH3:4])[CH3:3].O.C1(P(C2C=CC=CC=2)C2C=CC=CC=2)C=CC=CC=1>O1CCCC1>[NH2:28][C:18]1[C:19](=[O:27])[CH2:20][CH2:21][C@@:22]2([CH3:23])[C:17]=1[CH2:16][CH2:15][C@@H:14]1[C@@H:24]2[CH2:25][CH2:26][C@@:9]2([CH3:10])[C@H:11]1[CH2:12][CH2:13][C@@H:8]2[C:6]([NH:5][C:2]([CH3:4])([CH3:3])[CH3:1])=[O:7]. Procedure: To a stirred solution of N-(1,1-dimethylethyl)-4-azido-3-oxoandrost-4-ene-17β-carboxamide (1.3 g, 3.15 mmole) in tetrahydrofuran (20mL)-water (7 mL) was added triphenylphosphine (1.41 g, 5.38 mmole). The reaction was heated at reflux temperature for 16 hours. Most of the tetrahydrofuran was removed under vacuum. Dichloromethane was added to the mixture and the organic solution was placed atop a column of silica gel and flash chromatographed (hexane-30% ethyl acetate). The fractions containing th... Reactants: ClCCl, CS(=O)(=O)c1ccc(C(CC2CCCCO2)C(=O)O)cc1C(F)(F)F, COC(=O)c1ccc(N)nc1, CN(C)C=O, O=C(Cl)C(=O)Cl, C1CCOC1, O, Cc1cccc(C)n1. Yields the product COC(=O)c1ccc(NC(=O)C(CC2CCCCO2)c2ccc(S(C)(=O)=O)c(C(F)(F)F)c2)nc1. As a reaction SMILES: [CH2:51]([Cl:52])[Cl:53].[CH3:1][S:2](=[O:3])(=[O:4])[c:5]1[c:6]([C:22]([F:23])([F:24])[F:25])[cH:7][c:8]([CH:11]([C:12](=[O:13])[OH:14])[CH2:15][CH:16]2[O:17][CH2:18][CH2:19][CH2:20][CH2:21]2)[cH:9][cH:10]1.[CH3:32][O:33][C:34]([c:35]1[cH:36][n:37][c:38]([NH2:41])[cH:39][cH:40]1)=[O:42].[CH3:60][N:61]([CH3:62])[CH:63]=[O:64].[Cl:26][C:27]([C:28]([Cl:29])=[O:30])=[O:31].[O:54]1[CH2:55][CH2:56][CH2:57][CH2:58]1.[OH2:59].[n:43]1[c:44]([CH3:45])[cH:46][cH:47][cH:48][c:49]1[CH3:50]>>[CH3:1][S:2](=[O:3])(=[O:4])[c:5]1[c:6]([C:22]([F:23])([F:24])[F:25])[cH:7][c:8]([CH:11]([C:12](=[O:14])[NH:41][c:38]2[n:37][cH:36][c:35]([C:34]([O:33][CH3:32])=[O:42])[cH:40][cH:39]2)[CH2:15][CH:16]2[O:17][CH2:18][CH2:19][CH2:20][CH2:21]2)[cH:9][cH:10]1. Reactants: OCCO, CCOC(=O)C1(Nc2ccc(C)cc2)CCN(CCc2ccccc2)CC1, CC(=O)O, [K+], [OH-]. Product: Cc1ccc(NC2(C(=O)O)CCN(CCc3ccccc3)CC2)cc1. RXN SMILES: [CH2:30]([OH:31])[CH2:32][OH:33].[CH3:1][c:2]1[cH:3][cH:4][c:5]([NH:8][C:9]2([C:23](=[O:24])[O:25][CH2:26][CH3:27])[CH2:10][CH2:11][N:12]([CH2:15][CH2:16][c:17]3[cH:18][cH:19][cH:20][cH:21][cH:22]3)[CH2:13][CH2:14]2)[cH:6][cH:7]1.[CH3:34][C:35](=[O:36])[OH:37].[K+:29].[OH-:28]>>[CH3:1][c:2]1[cH:3][cH:4][c:5]([NH:8][C:9]2([C:23](=[O:24])[OH:25])[CH2:10][CH2:11][N:12]([CH2:15][CH2:16][c:17]3[cH:18][cH:19][cH:20][cH:21][cH:22]3)[CH2:13][CH2:14]2)[cH:6][cH:7]1. The reactants are C(C)(C)(C)OC(=O)N1CCC(CC1)O (N-(tert-butoxycarbonyl)-4-hydroxypiperidine), [H-].[Na+] (sodium hydride), COCCl (methoxymethylchloride). Product: C(C)(C)(C)OC(=O)N1CCC(CC1)OCOC (N-(tert-butoxycarbonyl)-4-methoxymethoxypiperidine). RXN SMILES: [C:1]([O:5][C:6]([N:8]1[CH2:13][CH2:12][CH:11]([OH:14])[CH2:10][CH2:9]1)=[O:7])([CH3:4])([CH3:3])[CH3:2].[H-].[Na+].[CH3:17][O:18][CH2:19]Cl>>[C:1]([O:5][C:6]([N:8]1[CH2:13][CH2:12][CH:11]([O:14][CH2:17][O:18][CH3:19])[CH2:10][CH2:9]1)=[O:7])([CH3:4])([CH3:2])[CH3:3] |f:1.2|. Procedure details: By the reaction and treatment in the same manner as in Starting Material Synthesis Example 59 using N-(tert-butoxycarbonyl)-4-hydroxypiperidine, sodium hydride and methoxymethylchloride, N-(tert-butoxycarbonyl)-4-methoxymethoxypiperidine was obtained. This was treated with trifluoroacetic acid-chloroform to give 4-methoxymethoxypiperidine, which was subjected to the reaction and treatment in the same manner as in Starting Material Synthesis Example 40 using 4-fold equivalents of triethylamine to... The reactants are ClCC=1C=C(C=CC1)C1=CC(=CC=C1F)CNC(=O)C1=CC(=CC=C1)C(=O)NCC=1C(=C2C(=NC1CC)N(N=C2)CC)NC2CCOCC2 (N-{[3′-(Chloromethyl)-6-fluoro-3-biphenylyl]methyl}-N′-{[1,6-diethyl-4-(tetrahydro-2H-pyran-4-ylamino)-1H-pyrazolo[3,4-b]pyridin-5-yl]methyl}-1,3-benzenedicarboxamide), CN(CCNC)C (N,N,N′-trimethyl-1,2-ethanediamine), C1CCOC1 (THF). The product is C(C)N1N=CC=2C1=NC(=C(C2NC2CCOCC2)CNC(=O)C2=CC(=CC=C2)C(=O)NCC=2C=C(C(=CC2)F)C2=CC(=CC=C2)CN(C)CCN(C)C)CC (N-{[1,6-Diethyl-4-(tetrahydro-2H-pyran-4-ylamino)-1H-pyrazolo[3,4-b]pyridin-5-yl]methyl}-N′-[(3′-{[[2-(dimethylamino)-ethyl](methyl)amino]methyl}-6-fluoro-3-biphenylyl)methyl]-1,3-benzenedicarboxamide). RXN SMILES: ClC[C:3]1[CH:4]=[C:5]([C:9]2[C:14]([F:15])=[CH:13][CH:12]=[C:11]([CH2:16][NH:17][C:18]([C:20]3[CH:25]=[CH:24][CH:23]=[C:22]([C:26]([NH:28][CH2:29][C:30]4[C:31]([NH:43][CH:44]5[CH2:49][CH2:48][O:47][CH2:46][CH2:45]5)=[C:32]5[CH:40]=[N:39][N:38]([CH2:41][CH3:42])[C:33]5=[N:34][C:35]=4[CH2:36][CH3:37])=[O:27])[CH:21]=3)=[O:19])[CH:10]=2)[CH:6]=[CH:7][CH:8]=1.[CH3:50][N:51]([CH3:56])[CH2:52][CH2:53][NH:54][CH3:55].[CH2:57]1COCC1>>[CH2:41]([N:38]1[C:33]2=[N:34][C:35]([CH2:36][CH3:37])=[C:30]([CH2:29][NH:28][C:26]([C:22]3[CH:23]=[CH:24][CH:25]=[C:20]([C:18]([NH:17][CH2:16][C:11]4[CH:10]=[C:9]([C:5]5[CH:4]=[CH:3][CH:8]=[C:7]([CH2:50][N:51]([CH2:52][CH2:53][N:54]([CH3:57])[CH3:55])[CH3:56])[CH:6]=5)[C:14]([F:15])=[CH:13][CH:12]=4)=[O:19])[CH:21]=3)=[O:27])[C:31]([NH:43][CH:44]3[CH2:49][CH2:48][O:47][CH2:46][CH2:45]3)=[C:32]2[CH:40]=[N:39]1)[CH3:42]. Procedure details: N-{[3′-(Chloromethyl)-6-fluoro-3-biphenylyl]methyl}-N′-{[1,6-diethyl-4-(tetrahydro-2H-pyran-4-ylamino)-1H-pyrazolo[3,4-b]pyridin-5-yl]methyl}-1,3-benzenedicarboxamide (0.034 g, 0.05 mmol) and N,N,N′-trimethyl-1,2-ethanediamine (0.025 g, 0.25 mmol) were combined in THF (1 mL) and microwaved at 150° C. for 1 h. Purification on a Gilson HPLC using a TFA system was followed by passing the product though a quaternary ammonium hydroxide cartridge to give the free base, the title compound, as a white s... The reactants are BrCc1ccccc1, CS(C)=O, [N-]=[N+]=[N-], [Na+], O. Product: [N-]=[N+]=NCc1ccccc1. As a reaction SMILES: [Br:5][CH2:6][c:7]1[cH:8][cH:9][cH:10][cH:11][cH:12]1.[CH3:14][S:15]([CH3:16])=[O:17].[N-:2]=[N+:3]=[N-:4].[Na+:1].[OH2:13]>>[N:2](=[N+:3]=[N-:4])[CH2:6][c:7]1[cH:8][cH:9][cH:10][cH:11][cH:12]1.